Dataset: the Open Reaction Database (ORD), a public repository of structured organic reaction records. Task: describe an organic reaction: reactants, conditions, products, and yield Reactants: CC(C)NC(=N)N, CSC1=NC(=O)C(=O)N1c1ccc(Cl)c(Cl)c1, CN(C)C=O. Yields the product CC(C)NC(=N)NC1=NC(=O)C(=O)N1c1ccc(Cl)c(Cl)c1. As a reaction SMILES: [CH:18]([CH3:19])([CH3:20])[NH:21][C:22](=[NH:23])[NH2:24].[Cl:1][c:2]1[cH:3][c:4]([N:9]2[C:10]([S:16][CH3:17])=[N:11][C:12](=[O:15])[C:13]2=[O:14])[cH:5][cH:6][c:7]1[Cl:8].[O:25]=[CH:26][N:27]([CH3:28])[CH3:29]>>[Cl:1][c:2]1[cH:3][c:4]([N:9]2[C:10]([NH:24][C:22]([NH:21][CH:18]([CH3:19])[CH3:20])=[NH:23])=[N:11][C:12](=[O:15])[C:13]2=[O:14])[cH:5][cH:6][c:7]1[Cl:8].